Dataset: the Open Reaction Database (ORD), a public repository of structured organic reaction records. Task: describe an organic reaction: reactants, conditions, products, and yield The reactants are C(=O)(C(F)(F)F)O (TFA), BrC=1C(=C(C(=CC1)F)NC(OC(C)(C)C)=O)F (tert-butyl 3-bromo-2,6-difluorophenylcarbamate). Solvent: C(Cl)Cl (DCM). Conditions: time 2 hour. Yields the product BrC=1C(=C(N)C(=CC1)F)F (3-bromo-2,6-difluoroaniline). Yield: 61.9%. Reaction SMILES: [Br:1][C:2]1[C:3]([F:17])=[C:4]([NH:9]C(=O)OC(C)(C)C)[C:5]([F:8])=[CH:6][CH:7]=1.C(O)(C(F)(F)F)=O>C(Cl)Cl>[Br:1][C:2]1[C:3]([F:17])=[C:4]([C:5]([F:8])=[CH:6][CH:7]=1)[NH2:9]. Procedure: To a round bottom flask containing tert-butyl 3-bromo-2,6-difluorophenylcarbamate (1 g, 3.3 mmol) was added DCM (3 mL) and TFA (3 mL). The reaction was stirred for 2 hours at room temperature. The volatiles were removed in vacuo, and the resulting residue was neutralized with saturated aqueous NaHCO3 solution to pH 8. The aqueous mixture was extracted with EtOAc. Organic phase was washed with water, brine, dried (Na2SO4), filtered and concentrated onto silica. Purification by flash chromatograph... Starting materials: CCCBr, O=C([O-])[O-], O=C1CC2CCNCC2c2ccc(F)cc21, [K+], [K+], CN(C)C=O, O. The product is CCCN1CCC2CC(=O)c3cc(F)ccc3C2C1. Reaction SMILES: [Br:17][CH2:18][CH2:19][CH3:20].[C:21](=[O:22])([O-:23])[O-:24].[F:1][c:2]1[cH:3][cH:4][c:5]2[c:6]([cH:16]1)[C:7](=[O:15])[CH2:8][CH:9]1[CH2:10][CH2:11][NH:12][CH2:13][CH:14]21.[K+:25].[K+:26].[O:27]=[CH:28][N:29]([CH3:30])[CH3:31].[OH2:32]>>[F:1][c:2]1[cH:3][cH:4][c:5]2[c:6]([cH:16]1)[C:7](=[O:15])[CH2:8][CH:9]1[CH2:10][CH2:11][N:12]([CH2:18][CH2:19][CH3:20])[CH2:13][CH:14]21. Reactants: C([C@@H](O)[C@H](O)C(=O)O)(=O)O.N[C@H](CC)C1=CC(=C(C(=O)OC(C)(C)C)C=C1)[N+](=O)[O-] (Tert-butyl 4-((1R)-1-aminopropyl)-2-nitrobenzoate D-tartarate), O (Water), [OH-].[Na+] (sodium hydroxide). The solvent is C(C)(=O)OCC (ethyl acetate). The product is N[C@H](CC)C1=CC(=C(C(=O)OC(C)(C)C)C=C1)[N+](=O)[O-] (tert-butyl 4-((1R)-1-aminopropyl)-2-nitrobenzoate). Reaction SMILES: C(O)(=O)[C@H]([C@@H](C(O)=O)O)O.[NH2:11][C@@H:12]([C:15]1[CH:27]=[CH:26][C:18]([C:19]([O:21][C:22]([CH3:25])([CH3:24])[CH3:23])=[O:20])=[C:17]([N+:28]([O-:30])=[O:29])[CH:16]=1)[CH2:13][CH3:14].O.[OH-].[Na+]>C(OCC)(=O)C>[NH2:11][C@@H:12]([C:15]1[CH:27]=[CH:26][C:18]([C:19]([O:21][C:22]([CH3:24])([CH3:25])[CH3:23])=[O:20])=[C:17]([N+:28]([O-:30])=[O:29])[CH:16]=1)[CH2:13][CH3:14] |f:0.1,3.4|. Reported procedure: Tert-butyl 4-((1R)-1-aminopropyl)-2-nitrobenzoate D-tartarate (15g) was suspended in ethyl acetate (75 ml). Water and a 5N aqueous sodium hydroxide solution were added and the mixture stirred and the layers were separated. The aqueous layer was extracted again with ethyl acetate. The combined organic layer was washed with saturated brine and dried over anhydrous magnesium sulfate. Then activated carbon was added to the obtained organic layer and the resultant mixture was stirred for 1 hour. The ... Reaction SMILES: [Cl:1][C:2]1[C:3](I)=[C:4]2[CH:10]=[CH:9][N:8]([Si:11]([CH:18]([CH3:20])[CH3:19])([CH:15]([CH3:17])[CH3:16])[CH:12]([CH3:14])[CH3:13])[C:5]2=[N:6][CH:7]=1.[Li]CCCC.[CH2:27]([N:34]([C:42]12[CH2:49][CH2:48][C:45]([CH:50]=[O:51])([CH2:46][CH2:47]1)[CH2:44][CH2:43]2)[C:35](=[O:41])[O:36][C:37]([CH3:40])([CH3:39])[CH3:38])[C:28]1[CH:33]=[CH:32][CH:31]=[CH:30][CH:29]=1.[NH4+].[Cl-]>C1COCC1.CCOC(C)=O>[CH2:27]([N:34]([C:42]12[CH2:47][CH2:46][C:45]([CH:50]([C:3]3[C:2]([Cl:1])=[CH:7][N:6]=[C:5]4[N:8]([Si:11]([CH:18]([CH3:20])[CH3:19])([CH:15]([CH3:17])[CH3:16])[CH:12]([CH3:14])[CH3:13])[CH:9]=[CH:10][C:4]=34)[OH:51])([CH2:44][CH2:43]1)[CH2:48][CH2:49]2)[C:35](=[O:41])[O:36][C:37]([CH3:40])([CH3:39])[CH3:38])[C:28]1[CH:33]=[CH:32][CH:31]=[CH:30][CH:29]=1 |f:3.4|. Reported procedure: To a solution of 5-chloro-4-iodo-1-(triisopropylsilyl)-1H-pyrrolo[2,3-b]pyridine (1.33 g, 3.06 mmol, Adesis) in THF (25 mL) at about −78° C. was added n-BuLi (1.6 M solution in hexanes, 2.00 mL, 3.20 mmol) at such a rate that the internal temperature did not exceed about −70° C. The reaction mixture was stirred for about 45 min and a solution of tert-butyl benzyl(4-formylbicyclo[2.2.2]octan-1-yl)carbamate (1.05 g, 3.06 mmol) in THF (6 mL) was added dropwise. The reaction mixture was stirred at a... Starting materials: ClC=1C(=C2C(=NC1)N(C=C2)[Si](C(C)C)(C(C)C)C(C)C)I (5-chloro-4-iodo-1-(triisopropylsilyl)-1H-pyrrolo[2,3-b]pyridine), [Li]CCCC (n-BuLi), C(C1=CC=CC=C1)N(C(OC(C)(C)C)=O)C12CCC(CC1)(CC2)C=O (tert-butyl benzyl(4-formylbicyclo[2.2.2]octan-1-yl)carbamate), [NH4+].[Cl-] (NH4Cl). The yield is 63.6%. Reaction conditions: time 45 minute. Run in C1CCOC1 (THF), C1CCOC1 (THF), CCOC(=O)C (EtOAc). The product is C(C1=CC=CC=C1)N(C(OC(C)(C)C)=O)C12CCC(CC1)(CC2)C(O)C2=C1C(=NC=C2Cl)N(C=C1)[Si](C(C)C)(C(C)C)C(C)C (tert-butyl benzyl(4-((5-chloro-1-(triisopropylsilyl)-1H-pyrrolo[2,3-b]pyridin-4-yl)(hydroxy)methyl)bicyclo[2.2.2]octan-1-yl)carbamate). Reactants: ClC1=NSN=C1Cl (3,4-Dichloro-1,2,5-thiadiazole), C(=O)(OC(C)(C)C)N1CCNCC1 (1-Boc-piperazine), Cl (HCl). Run in O (H2O), CN(C)C=O (DMF). Reaction conditions: temperature 100 celsius. Product: C(C)(C)(C)OC(=O)N1CCN(CC1)C1=NSN=C1Cl (4-(4-chloro-[1,2,5]thiadiazol-3-yl)-piperazine-1-carboxylic acid tert-butyl ester). The yield is 82.4%. RXN SMILES: [C:1]([N:8]1[CH2:13][CH2:12][NH:11][CH2:10][CH2:9]1)([O:3][C:4]([CH3:7])([CH3:6])[CH3:5])=[O:2].[Cl:14][C:15]1[C:19](Cl)=[N:18][S:17][N:16]=1.Cl>CN(C=O)C.O>[C:4]([O:3][C:1]([N:8]1[CH2:9][CH2:10][N:11]([C:19]2[C:15]([Cl:14])=[N:16][S:17][N:18]=2)[CH2:12][CH2:13]1)=[O:2])([CH3:7])([CH3:6])[CH3:5]. Procedure: 1-Boc-piperazine (30.2 g, 165 mmol) was dissolved in DMF (30.0 mL) and heated to 100° C. 3,4-Dichloro-1,2,5-thiadiazole (7.5 mL, 80 mmol) was added dropwise with stirring and the mixture heated at 100° C. for 5.5 h. The reaction mixture was diluted with H2O and the pH adjusted to 2.0 with 1N HCl. The resulting solids were filtered, washed with H2O and dried under vacuum to give 20.1 g (83%) of 4-(4-chloro-[1,2,5]thiadiazol-3-yl)-piperazine-1-carboxylic acid tert-butyl ester as a tan solid. 1H NM... The reactants are O=C1CCC(=O)N1Br, c1ccc(COCC2OC(Sc3ccccc3)C(OCc3ccccc3)C(OCc3ccccc3)C2OCc2ccccc2)cc1, CCN(CC)S(F)(F)F, ClCCl, [Na+], O=C([O-])O. The product is FC1OC(COCc2ccccc2)C(OCc2ccccc2)C(OCc2ccccc2)C1OCc1ccccc1. As a reaction SMILES: [Br:56][N:57]1[C:58](=[O:59])[CH2:60][CH2:61][C:62]1=[O:63].[CH2:1]([c:2]1[cH:3][cH:4][cH:5][cH:6][cH:7]1)[O:8][CH:9]1[CH:10]([S:11][c:12]2[cH:13][cH:14][cH:15][cH:16][cH:17]2)[O:18][CH:19]([CH2:38][O:39][CH2:40][c:41]2[cH:42][cH:43][cH:44][cH:45][cH:46]2)[CH:20]([O:30][CH2:31][c:32]2[cH:33][cH:34][cH:35][cH:36][cH:37]2)[CH:21]1[O:22][CH2:23][c:24]1[cH:25][cH:26][cH:27][cH:28][cH:29]1.[CH2:47]([N:48]([S:49]([F:50])([F:51])[F:53])[CH2:52][CH3:54])[CH3:55].[Cl:69][CH2:70][Cl:71].[Na+:68].[O-:64][C:65]([OH:66])=[O:67]>>[CH2:1]([c:2]1[cH:3][cH:4][cH:5][cH:6][cH:7]1)[O:8][CH:9]1[CH:10]([F:53])[O:18][CH:19]([CH2:38][O:39][CH2:40][c:41]2[cH:42][cH:43][cH:44][cH:45][cH:46]2)[CH:20]([O:30][CH2:31][c:32]2[cH:33][cH:34][cH:35][cH:36][cH:37]2)[CH:21]1[O:22][CH2:23][c:24]1[cH:25][cH:26][cH:27][cH:28][cH:29]1. Starting materials: Oc1ccc(Br)cc1, O=C([O-])[O-], CC(C)(C)C(=O)CC(=O)C(C)(C)C, CN1CCCC1=O, [Cs+], [Cs+], FC(F)(F)Oc1ccc(I)cc1. Yields the product FC(F)(F)Oc1ccc(Oc2ccc(Br)cc2)cc1. As a reaction SMILES: [Br:1][c:2]1[cH:3][cH:4][c:5]([OH:8])[cH:6][cH:7]1.[C:34](=[O:35])([O-:36])[O-:37].[CH3:21][C:22]([CH3:23])([C:24](=[O:25])[CH2:26][C:27](=[O:28])[C:29]([CH3:30])([CH3:31])[CH3:32])[CH3:33].[CH3:40][N:41]1[CH2:42][CH2:43][CH2:44][C:45]1=[O:46].[Cs+:38].[Cs+:39].[F:9][C:10]([O:11][c:12]1[cH:13][cH:14][c:15]([I:18])[cH:16][cH:17]1)([F:19])[F:20]>>[Br:1][c:2]1[cH:3][cH:4][c:5]([O:8][c:15]2[cH:14][cH:13][c:12]([O:11][C:10]([F:9])([F:19])[F:20])[cH:17][cH:16]2)[cH:6][cH:7]1. Reactants: CC(C)Br, Sc1ccc(Br)cc1, O=C([O-])[O-], CC(C)=O, [K+], [K+]. Product: CC(C)Sc1ccc(Br)cc1. Reaction SMILES: [Br:15][CH:16]([CH3:17])[CH3:18].[Br:1][c:2]1[cH:3][cH:4][c:5]([SH:8])[cH:6][cH:7]1.[C:9](=[O:10])([O-:11])[O-:12].[CH3:19][C:20](=[O:21])[CH3:22].[K+:13].[K+:14]>>[Br:1][c:2]1[cH:3][cH:4][c:5]([S:8][CH:16]([CH3:17])[CH3:18])[cH:6][cH:7]1. Reactants: CO, Cl, NO, COC(=N)CCCCc1csc(NC(=N)N)n1, [Na+], [OH-]. The product is N=C(N)Nc1nc(CCCCC(N)=NO)cs1. Reaction SMILES: [CH3:23][OH:24].[ClH:1].[NH2:2][OH:3].[NH:6]([C:7](=[NH:8])[NH2:9])[c:10]1[s:11][cH:12][c:13]([CH2:15][CH2:16][CH2:17][CH2:18][C:19]([O:20][CH3:21])=[NH:22])[n:14]1.[Na+:5].[OH-:4]>>[N:2]([OH:3])=[C:19]([CH2:18][CH2:17][CH2:16][CH2:15][c:13]1[cH:12][s:11][c:10]([NH:6][C:7](=[NH:8])[NH2:9])[n:14]1)[NH2:22].